From a dataset of the Open Reaction Database (ORD), a public repository of structured organic reaction records. describe an organic reaction: reactants, conditions, products, and yield Reactants: C1(=CC=CC=C1)C(N1CC(C1)COC1=CC=C(C=C1)C1(CCOCC1)C#N)C1=CC=CC=C1 (4-(4-{[1-(diphenylmethyl)azetidin-3-yl]methoxy}phenyl)tetrahydro-2H-pyran-4-carbonitrile), Cl (hydrochloric acid). Reagents/catalysts: [OH-].[Pd+2].[OH-] (palladium hydroxide). Solvent: C(C)O (ethanol). Product: N1CC(C1)COC1=CC=C(C=C1)C1(CCOCC1)C#N (4-[4-(azetidin-3-ylmethoxy)phenyl]tetrahydro-2H-pyran-4-carbonitrile). Yield: 38.6%. Reaction SMILES: C1(C(C2C=CC=CC=2)[N:8]2[CH2:11][CH:10]([CH2:12][O:13][C:14]3[CH:19]=[CH:18][C:17]([C:20]4([C:26]#[N:27])[CH2:25][CH2:24][O:23][CH2:22][CH2:21]4)=[CH:16][CH:15]=3)[CH2:9]2)C=CC=CC=1.Cl>[OH-].[Pd+2].[OH-].C(O)C>[NH:8]1[CH2:11][CH:10]([CH2:12][O:13][C:14]2[CH:15]=[CH:16][C:17]([C:20]3([C:26]#[N:27])[CH2:25][CH2:24][O:23][CH2:22][CH2:21]3)=[CH:18][CH:19]=2)[CH2:9]1 |f:2.3.4|. Reported procedure: 4-(4-{[1-(diphenylmethyl)azetidin-3-yl]methoxy}phenyl)tetrahydro-2H-pyran-4-carbonitrile (0.605 g, 1.38 mmol), palladium hydroxide (0.08 g), concentrated hydrochloric acid (0.115 mL, 1.38 mmol), and ethanol (8 mL) were combined and hydrogenated for 18 hours at 40° C. at 40 psi. The mixture was filtered through Arbocel® and rinsed with ethanol. The filtrate was concentrated in vacuo. The residue was dissolved in DCM (50 mL) and washed with 10% aqueous sodium carbonate (20 mL). The organics were d... The reactants are BrC1=CC=C(C=C1)O (4-bromophenol), OC(CCCCCN1CCC(CC1)C=1C=C(C=CC1)NC(C(C)C)=O)C1=CC=CC=C1 (N-(3-[1-(6-hydroxy-6-phenylhexyl)-4-piperidinyl]phenyl}-2-methylpropanamide). Yields the product BrC1=CC=C(OC(CCCCCN2CCC(CC2)C=2C=C(C=CC2)NC(C(C)C)=O)C2=CC=CC=C2)C=C1 (N-(3-{1-[6-(4-BROMOPHENOXY)-6-PHENYLHEXYL]-4-PIPERIDINYL}PHENYL)-2-METHYLPROPANAMIDE). RXN SMILES: [Br:1][C:2]1[CH:7]=[CH:6][C:5]([OH:8])=[CH:4][CH:3]=1.O[CH:10]([C:34]1[CH:39]=[CH:38][CH:37]=[CH:36][CH:35]=1)[CH2:11][CH2:12][CH2:13][CH2:14][CH2:15][N:16]1[CH2:21][CH2:20][CH:19]([C:22]2[CH:23]=[C:24]([NH:28][C:29](=[O:33])[CH:30]([CH3:32])[CH3:31])[CH:25]=[CH:26][CH:27]=2)[CH2:18][CH2:17]1>>[Br:1][C:2]1[CH:7]=[CH:6][C:5]([O:8][CH:10]([C:34]2[CH:35]=[CH:36][CH:37]=[CH:38][CH:39]=2)[CH2:11][CH2:12][CH2:13][CH2:14][CH2:15][N:16]2[CH2:21][CH2:20][CH:19]([C:22]3[CH:23]=[C:24]([NH:28][C:29](=[O:33])[CH:30]([CH3:32])[CH3:31])[CH:25]=[CH:26][CH:27]=3)[CH2:18][CH2:17]2)=[CH:4][CH:3]=1. Procedure details: Prepared by Procedure A and Scheme AN using 4-bromophenol and N-(3-[1-(6-hydroxy-6-phenylhexyl)-4-piperidinyl]phenyl}-2-methylpropanamide: ESMS m/e: 577.0 (M+H)+.